From a dataset of the Open Reaction Database (ORD), a public repository of structured organic reaction records. describe an organic reaction: reactants, conditions, products, and yield The reactants are C1CCN(CC1)C(=O)N=NC(=O)N2CCCCC2 (ADDP), C1(=CC=CC=2OCC3=C(CC21)C=CC=C3)OCCO (2-(6,11-dihydrodibenzo[b,e]oxepin-1-yloxy)-ethanol), C(CCC)P(CCCC)CCCC (tributylphosphine), C(C)OC(C(CC1=CC=C(C=C1)O)OCC)=O (2-ethoxy-3-(4-hydroxy-phenyl)-propionic acid ethyl ester), dihydro-ADDP. Solvent: C1=CC=CC=C1 (benzene), CCCCCCC (Heptane). Reaction conditions: temperature 0 celsius, time 10 minute. The product is C(C)OC(C(CC1=CC=C(C=C1)OCCOC1C2=C(OCC3=C1C=CC=C3)C=CC=C2)OCC)=O (3-(4-[2-(6,11-Dihydrodibenzo[b,e]oxepin-11-yloxy)-ethoxy]-phenyl)-2-ethoxy-propionic acid ethyl ester). Yield: 36.7%. As a reaction SMILES: [C:1]1(OCCO)[C:11]2[CH2:10][C:9]3[CH:12]=[CH:13][CH:14]=[CH:15][C:8]=3[CH2:7][O:6][C:5]=2[CH:4]=[CH:3][CH:2]=1.C(P(CC[CH2:31][CH3:32])CCCC)CCC.[CH2:33]([O:35][C:36](=[O:49])[CH:37]([O:46][CH2:47][CH3:48])[CH2:38][C:39]1[CH:44]=[CH:43][C:42]([OH:45])=[CH:41][CH:40]=1)[CH3:34].C1CCN(C(N=NC(N2CCCCC2)=O)=[O:57])CC1>C1C=CC=CC=1.CCCCCCC>[CH2:33]([O:35][C:36](=[O:49])[CH:37]([O:46][CH2:47][CH3:48])[CH2:38][C:39]1[CH:40]=[CH:41][C:42]([O:45][CH2:32][CH2:31][O:57][CH:10]2[C:9]3[CH:12]=[CH:13][CH:14]=[CH:15][C:8]=3[CH2:7][O:6][C:5]3[CH:4]=[CH:3][CH:2]=[CH:1][C:11]2=3)=[CH:43][CH:44]=1)[CH3:34]. Procedure details: Under a nitrogen atmosphere, 2-(6,11-dihydrodibenzo[b,e]oxepin-1-yloxy)-ethanol (256 mg, 1.0 mmol), tributylphosphine (223 mg, 1.1 mmol) and 2-ethoxy-3-(4-hydroxy-phenyl)-propionic acid ethyl ester (262 mg, 1.1 mmol) were successively dissolved in dry benzene (130 mL). Solid azodicarboxylic dipiperidine (ADDP) (278 mg, 1. 1 mmol) w as added under stirring at 0° C. to the solution. After 10 min, the reaction mixture was brought to room temperature and the stirring was continued for 16 h. Heptane ... Starting materials: C=CCCCCCCCCCO, O=C1CCC(=O)N1Br, CN(C)C=O, c1ccc(P(c2ccccc2)c2ccccc2)cc1. Product: C=CCCCCCCCCCBr. RXN SMILES: [CH2:1]([CH2:2][CH2:3][CH2:4][CH2:5][CH2:6][CH2:7][CH2:8][CH2:9][CH:10]=[CH2:11])[OH:12].[O:32]=[C:33]1[N:34]([Br:39])[C:35](=[O:36])[CH2:37][CH2:38]1.[O:40]=[CH:41][N:42]([CH3:43])[CH3:44].[c:13]1([P:14]([c:15]2[cH:16][cH:17][cH:18][cH:19][cH:20]2)[c:21]2[cH:22][cH:23][cH:24][cH:25][cH:26]2)[cH:27][cH:28][cH:29][cH:30][cH:31]1>>[CH2:1]([CH2:2][CH2:3][CH2:4][CH2:5][CH2:6][CH2:7][CH2:8][CH2:9][CH:10]=[CH2:11])[Br:39].